From a dataset of the Open Reaction Database (ORD), a public repository of structured organic reaction records. describe an organic reaction: reactants, conditions, products, and yield The reactants are Cl.C(C)OC(C1=CC=C(C=C1)S(NC=1SC=CN1)(=O)=O)=N (4-(thiazol-2-ylsulfamoyl)-benzimidic acid ethyl ester hydrochloride), N (NH3). Product: S1C(=NC=C1)NS(=O)(=O)C1=CC=C(C(=N)N)C=C1 (4-(thiazol-2-ylsulfamoyl)-benzamidine). RXN SMILES: Cl.C(O[C:5](=[NH:21])[C:6]1[CH:11]=[CH:10][C:9]([S:12](=[O:20])(=[O:19])[NH:13][C:14]2[S:15][CH:16]=[CH:17][N:18]=2)=[CH:8][CH:7]=1)C.[NH3:22]>>[S:15]1[CH:16]=[CH:17][N:18]=[C:14]1[NH:13][S:12]([C:9]1[CH:8]=[CH:7][C:6]([C:5]([NH2:21])=[NH:22])=[CH:11][CH:10]=1)(=[O:19])=[O:20] |f:0.1|. Procedure details: A solution of 4-(thiazol-2-ylsulfamoyl)-benzimidic acid ethyl ester hydrochloride (100 mmol) in 7 N NH3 (120 mL in methanol) was stirred at 60° C. for 2 h. After reaction mixture was cooled to room temperature, the precipitate was filtered, washed with methanol, and dried in vacuo to give a quantitative yield of 4-(thiazol-2-ylsulfamoyl)-benzamidine. Starting materials: C(C1=CC=CC=C1)OC=1C=C(C=CC1)SC1=CC(=C(C=C1)CCCC(C=CP(OCC)(OCC)=O)NC(=O)OC(C)(C)C)Cl (Diethyl 6-[4-(3-benzyloxyphenylthio)-2-chlorophenyl]-3-t-butoxycarbonylamino-1-hexenylphosphonate), Cl (hydrochloric acid). The solvent is CO (methanol). Conditions: time 6 hour. Yields the product Cl.NC(C=CP(OCC)(OCC)=O)CCCC1=C(C=C(C=C1)SC1=CC(=CC=C1)OCC1=CC=CC=C1)Cl (Diethyl 3-amino-6-[4-(3-benzyloxyphenylthio)-2-chlorophenyl]-1-hexenylphosphonate hydrochloride). The yield is 184.5%. RXN SMILES: [CH2:1]([O:8][C:9]1[CH:10]=[C:11]([S:15][C:16]2[CH:21]=[CH:20][C:19]([CH2:22][CH2:23][CH2:24][CH:25]([NH:36]C(OC(C)(C)C)=O)[CH:26]=[CH:27][P:28](=[O:35])([O:32][CH2:33][CH3:34])[O:29][CH2:30][CH3:31])=[C:18]([Cl:44])[CH:17]=2)[CH:12]=[CH:13][CH:14]=1)[C:2]1[CH:7]=[CH:6][CH:5]=[CH:4][CH:3]=1.Cl>CO>[ClH:44].[NH2:36][CH:25]([CH2:24][CH2:23][CH2:22][C:19]1[CH:20]=[CH:21][C:16]([S:15][C:11]2[CH:12]=[CH:13][CH:14]=[C:9]([O:8][CH2:1][C:2]3[CH:7]=[CH:6][CH:5]=[CH:4][CH:3]=3)[CH:10]=2)=[CH:17][C:18]=1[Cl:44])[CH:26]=[CH:27][P:28](=[O:35])([O:32][CH2:33][CH3:34])[O:29][CH2:30][CH3:31] |f:3.4|. Reported procedure: The compound of Example 232 (300 mg) was dissolved in methanol (10 mL) containing 10% hydrochloric acid in an ice bath. The mixture was stirred for 6 hours until room temperature and the solvent was concentrated. This gave the desired product as a colorless oil (250 mg). Starting materials: [Cl-].[NH4+] (ammonium chloride), C[Si](C=1SC=CN1)(C)C (2-trimethylsilyl-1,3-thiazole), BrCC(C(CF)(C)CF)=O (1-bromo-4-fluoro-3-(fluoromethyl)-3-methylbutan-2-one), C(CCC)[Li] (n-butyllithium). The solvent is C(C)OCC (diethyl ether). Yields the product FCC(CF)(C)C1(OC1)C1=CN=CS1 (5-[2-(1,3-Difluoro-2-methylpropan-2-yl)oxiran-2-yl]-1,3-thiazole). As a reaction SMILES: C[Si](C)(C)[C:3]1[S:4][CH:5]=[CH:6][N:7]=1.C([Li])CCC.Br[CH2:16][C:17](=[O:24])[C:18]([CH2:22][F:23])([CH3:21])[CH2:19][F:20].[Cl-].[NH4+]>C(OCC)C>[F:20][CH2:19][C:18]([C:17]1([C:5]2[S:4][CH:3]=[N:7][CH:6]=2)[CH2:16][O:24]1)([CH3:21])[CH2:22][F:23] |f:3.4|. Procedure details: To 2.00 g (12.7 mmol) of 2-trimethylsilyl-1,3-thiazole dissolved in 20 ml of diethyl ether were added, at −78° C. under an argon atmosphere, 5.1 ml (2.5 M, 12.7 mmol) of n-butyllithium, and the reaction mixture was stirred at −78° C. for 20 min. Then 2.73 g (12.7 mmol) of 1-bromo-4-fluoro-3-(fluoromethyl)-3-methylbutan-2-one were added and the reaction mixture was gradually warmed to room temperature. After addition of saturated aqueous ammonium chloride solution, the phases were separated and t... The reactants are CC1C(=O)N(CCCC(=O)OC(C)(C)C)C(C(N)=O)CN1C(=O)OCc1ccccc1, OC1CNCCC12CC2, Cl, Cl. Product: CC1C(=O)N(CCCC(=O)N2CCC3(CC3)C(O)C2)C(C(N)=O)CN1C(=O)OCc1ccccc1. Reaction SMILES: [CH2:1]([c:2]1[cH:3][cH:4][cH:5][cH:6][cH:7]1)[O:8][C:9](=[O:10])[N:11]1[CH:12]([CH3:31])[C:13](=[O:30])[N:14]([CH2:20][CH2:21][CH2:22][C:23](=[O:24])[O:25][C:26]([CH3:27])([CH3:28])[CH3:29])[CH:15]([C:17]([NH2:18])=[O:19])[CH2:16]1.[CH2:34]1[CH2:35][C:36]12[CH:37]([OH:42])[CH2:38][NH:39][CH2:40][CH2:41]2.[ClH:32].[ClH:33]>>[CH2:1]([c:2]1[cH:3][cH:4][cH:5][cH:6][cH:7]1)[O:8][C:9](=[O:10])[N:11]1[CH:12]([CH3:31])[C:13](=[O:30])[N:14]([CH2:20][CH2:21][CH2:22][C:23](=[O:24])[N:39]2[CH2:38][CH:37]([OH:42])[C:36]3([CH2:34][CH2:35]3)[CH2:41][CH2:40]2)[CH:15]([C:17]([NH2:18])=[O:19])[CH2:16]1. Starting materials: Nc1cc(Cl)ccc1Cl, Nc1cc(Cl)ccc1Cl, O=S(=O)(O)O, O=S(=O)(O)O. The product is Oc1cc(Cl)ccc1Cl. RXN SMILES: [Cl:20][c:21]1[cH:22][cH:23][c:24]([Cl:25])[cH:26][c:27]1[NH2:28].[NH2:1][c:2]1[cH:3][c:4]([Cl:5])[cH:6][cH:7][c:8]1[Cl:9].[S:10]([OH:11])(=[O:12])(=[O:13])[OH:14].[S:15]([OH:16])([OH:17])(=[O:18])=[O:19]>>[c:2]1([OH:11])[cH:3][c:4]([Cl:5])[cH:6][cH:7][c:8]1[Cl:9]. Starting materials: [N-]=[N+]=[N-].[Na+] (NaN3), [NH4+].[Cl-] (NH4Cl), FC(C[C@@H]1OC1)(F)F ((S)-2-(2,2,2-trifluoroethyl)oxirane). The solvent is CCO (EtOH), O (H2O), O (H2O). Reaction conditions: time 18 hour. Yields the product N(=[N+]=[N-])C[C@H](CC(F)(F)F)O ((S)-1-azido-4,4,4-trifluorobutan-2-ol). Yield: 83.5%. RXN SMILES: [F:1][C:2]([F:8])([F:7])[CH2:3][C@H:4]1[CH2:6][O:5]1.[N-:9]=[N+:10]=[N-:11].[Na+].[NH4+].[Cl-]>CCO.O>[N:9]([CH2:6][C@@H:4]([OH:5])[CH2:3][C:2]([F:8])([F:7])[F:1])=[N+:10]=[N-:11] |f:1.2,3.4|. Procedure: To a solution of (S)-2-(2,2,2-trifluoroethyl)oxirane (2.00 g, 16.0 mmol) in a mixture of EtOH (16 mL) and H2O (4 mL) were added NaN3 (2.06 g, 32.0 mmol) and NH4Cl (1.70 g, 32.0 mmol). After stirring at room temperature for 18 h, the reaction mixture was diluted with H2O (50 mL), extracted with Et2O (2×75 mL). The combined organic layer was dried over MgSO4, filtered and concentrated to give (S)-1-azido-4,4,4-trifluorobutan-2-ol as an oil (2.26 g, 83% yield). NMR: 400 MHz 1H (CDCl3) 4.17 ppm, 1H,... Starting materials: FC1=CC=C(C=C1)C1=NOC(=C1CNC=1C=C(N(N1)C)C(=O)O)C (5-{[3-(4-fluoro-phenyl)-5-methyl-isoxazol-4-ylmethyl]-amino}-2-methyl-2H-pyrazole-3-carboxylic acid), CC1(COC1)N (3-methyl-oxetan-3-yl-amine). The product is CC1(COC1)NC(=O)C=1N(N=C(C1)NCC=1C(=NOC1C)C1=CC=C(C=C1)F)C (5-{[3-(4-Fluoro-phenyl)-5-methyl-isoxazol-4-ylmethyl]-amino}-2-methyl-2H-pyrazole-3-carboxylic acid (3-methyl-oxetan-3-yl)-amide). Isolated yield 28.0%. As a reaction SMILES: [F:1][C:2]1[CH:7]=[CH:6][C:5]([C:8]2[C:12]([CH2:13][NH:14][C:15]3[CH:16]=[C:17]([C:21]([OH:23])=O)[N:18]([CH3:20])[N:19]=3)=[C:11]([CH3:24])[O:10][N:9]=2)=[CH:4][CH:3]=1.[CH3:25][C:26]1([NH2:30])[CH2:29][O:28][CH2:27]1>>[CH3:25][C:26]1([NH:30][C:21]([C:17]2[N:18]([CH3:20])[N:19]=[C:15]([NH:14][CH2:13][C:12]3[C:8]([C:5]4[CH:4]=[CH:3][C:2]([F:1])=[CH:7][CH:6]=4)=[N:9][O:10][C:11]=3[CH3:24])[CH:16]=2)=[O:23])[CH2:29][O:28][CH2:27]1. Procedure details: As described for example 144, 5-{[3-(4-fluoro-phenyl)-5-methyl-isoxazol-4-ylmethyl]-amino}-2-methyl-2H-pyrazole-3-carboxylic acid was converted, using 3-methyl-oxetan-3-yl-amine instead of 2-hydroxy-2-methylpropylamine, to the title compound (17 mg, 28%) which was obtained as a white solid. MS: m/e=400.3 [M+H]+.